From a dataset of the Open Reaction Database (ORD), a public repository of structured organic reaction records. describe an organic reaction: reactants, conditions, products, and yield The reactants are N1=CC=CC=C1 (Pyridine), ClC(=O)OC(C)Cl (1-chloroethyl chloroformate), C(C=C)(=O)OCCCCO (4-hydroxybutyl acrylate). The solvent is ClCCl (dichloromethane), ClCCl (dichloromethane). Reaction conditions: time 15 minute. Yields the product C(OC(C)Cl)(OCCCCOC(C=C)=O)=O (1-Chloroethyl 4-Acryloyloxybutyl Carbonate). Yield: 90.2%. As a reaction SMILES: N1C=CC=CC=1.Cl[C:8]([O:10][CH:11]([Cl:13])[CH3:12])=[O:9].[C:14]([O:18][CH2:19][CH2:20][CH2:21][CH2:22][OH:23])(=[O:17])[CH:15]=[CH2:16]>ClCCl>[C:8](=[O:9])([O:23][CH2:22][CH2:21][CH2:20][CH2:19][O:18][C:14](=[O:17])[CH:15]=[CH2:16])[O:10][CH:11]([Cl:13])[CH3:12]. Procedure details: Pyridine (0.89 ml, 11.00 mmol) is added dropwise to a solution of 1-chloroethyl chloroformate (1.20 ml, 11.00 mmol) and 4-hydroxybutyl acrylate (1.38 ml, 10.00 mmol) in dichloromethane (12 ml) at 3° C. under a dry N2 atmosphere. After 15 min. at 3° C. and 17 hours at 20° C. the reaction mixture is transferred to a separating funnel with the aid of dichloromethane (10 ml). The reaction mixture is washed with hydrochloric acid (1.00M, 10 ml), saturated aqueous sodium hydrogen carbonate (10 ml) and... Reactants: C[C@@H]1CCC(=C(C)C)C(=O)C1 (pulegone), RuCl2(PPh3)3, CC(C)O.NCCCN (1,3-diaminopropane 2-propanol), CC(C)O.[OH-].[K+] (potassium hydroxide 2-propanol), [H][H] (hydrogen). Run in CC(C)O (2-propanol). Conditions: temperature 25 celsius, time 3 hour. Product: CC1CCC(=C(C)C)C(C1)O (pulegol). Yield: 84.6%. Reaction SMILES: [CH3:1][C@H:2]1[CH2:11][C:9](=[O:10])[C:5](=[C:6]([CH3:8])[CH3:7])[CH2:4][CH2:3]1.CC(O)C.NCCCN.CC(O)C.[OH-].[K+].[H][H]>CC(O)C>[CH3:1][CH:2]1[CH2:11][CH:9]([OH:10])[C:5](=[C:6]([CH3:7])[CH3:8])[CH2:4][CH2:3]1 |f:1.2,3.4.5|. Reported procedure: A 100 ml capacity autoclave was charged with 3.04 g (20 mmol) of pulegone, 19.1 mg (0.02 mmol) of RuCl2(PPh3)3, 0.2 M 1,3-diaminopropane 2-propanol solution (0.2 ml), 0.2 M potassium hydroxide 2-propanol solution (1.0 ml) and 2-propanol (14 ml), and the mixture was stirred at 25° C. for 3 hours under a hydrogen pressure of 2 MPa. After completion of the reaction, hydrogen was purged, the reaction solution was concentrated and then distillation was carried out under a reduced pressure to obtain 2... The reactants are CO (methanol), N1CCCCC1 (piperidine), Cl.Cl.CC1=CC=C(CNC(=N)NC(=N)NCCCCCCCC)C=C1 (N1-(4-methylbenzyl)-N5-octyl-biguanide dihydrochloride). Run in CC(=O)C (acetone). The product is C(CCCCCCC)NC=1NC(=NC(N1)(C)C)NCC1=CC=C(C=C1)C (4-Octylamino-3,6-dihydro-6,6-dimethyl-2-(4′-methylbenzylamino)-1,3,5-triazine). Isolated yield 47.2%. RXN SMILES: CO.N1CC[CH2:6][CH2:5][CH2:4]1.Cl.Cl.[CH3:11][C:12]1[CH:33]=[CH:32][C:15]([CH2:16][NH:17][C:18]([NH:20][C:21]([NH:23][CH2:24][CH2:25][CH2:26][CH2:27][CH2:28][CH2:29][CH2:30][CH3:31])=[NH:22])=[NH:19])=[CH:14][CH:13]=1>CC(C)=O>[CH2:24]([NH:23][C:21]1[NH:20][C:18]([NH:17][CH2:16][C:15]2[CH:14]=[CH:13][C:12]([CH3:11])=[CH:33][CH:32]=2)=[N:19][C:5]([CH3:6])([CH3:4])[N:22]=1)[CH2:25][CH2:26][CH2:27][CH2:28][CH2:29][CH2:30][CH3:31] |f:2.3.4|. Reported procedure: 40 ml of methanol, 80 ml of acetone and 16 ml (16.2 mmol) of piperidine were added to 3.0 g (7.7 mmol) of N1-(4-methylbenzyl)-N5-octyl-biguanide dihydrochloride, and the mixture was refluxed for 23 hours. The solvent was distilled off under reduced pressure, and the residue was purified by silica gel column chromatography (elution with a mixture of chloroform, methanol and acetic acid (9:0.5:0.5)). 50 ml of ethanol and 50 ml of water were added to the resulting colorless resinous solid, and the ... The reactants are Cl.ClCC=1N=CC2=CC=CC=C2C1 (3-chloromethylisoquinoline hydrochloride), C[O-].[Na+] (sodium methoxide). Solvent: CO (methanol). Run at temperature 20 celsius. Yields the product COCC=1N=CC2=CC=CC=C2C1 (3-Methoxymethylisoquinoline). Isolated yield 87.6%. RXN SMILES: Cl.Cl[CH2:3][C:4]1[N:5]=[CH:6][C:7]2[C:12]([CH:13]=1)=[CH:11][CH:10]=[CH:9][CH:8]=2.[CH3:14][O-:15].[Na+]>CO>[CH3:14][O:15][CH2:3][C:4]1[N:5]=[CH:6][C:7]2[C:12]([CH:13]=1)=[CH:11][CH:10]=[CH:9][CH:8]=2 |f:0.1,2.3|. Procedure details: A mixture of 3-chloromethylisoquinoline hydrochloride (96 g) and sodium methoxide (80 g) in methanol (1.5 liters) is heated under reflux for 8 hours. After cooling to 20° C., the mixture is filtered and the filtrate is evaporated to dryness at 50° C. under reduced pressure (20 mm Hg). The residue is taken up in methylene chloride (1 liter), the mixture is washed with water (3×150 cc), the organic phase is dried over magnesium sulphate and filtered, and the filtrate is evaporated to dryness at 40... Reactants: O (water), FC1=C(C#N)C=CC=C1 (2-fluoro-benzonitrile), CN1CCC(CC1)O (1-methyl-piperidin-4-ol), [H-].[Na+] (NaH). Run in O1CCOCC1 (dioxane). Conditions: temperature 50 celsius. The product is CN1CCC(CC1)OC1=C(C#N)C=CC=C1 (2-(1-Methyl-piperidin-4-yloxy)-benzonitrile). The yield is 30.5%. As a reaction SMILES: F[C:2]1[CH:9]=[CH:8][CH:7]=[CH:6][C:3]=1[C:4]#[N:5].[CH3:10][N:11]1[CH2:16][CH2:15][CH:14]([OH:17])[CH2:13][CH2:12]1.[H-].[Na+].O>O1CCOCC1>[CH3:10][N:11]1[CH2:16][CH2:15][CH:14]([O:17][C:2]2[CH:9]=[CH:8][CH:7]=[CH:6][C:3]=2[C:4]#[N:5])[CH2:13][CH2:12]1 |f:2.3|. Procedure: To a mixture of 2-fluoro-benzonitrile (1.6 g, 13.2 mmol) and 1-methyl-piperidin-4-ol (1.52 g, 13.2 mmol) in dioxane (50 mL) was added NaH (60%) (634 mg, 15.8 mmol) in portion. The reaction was heated at 50° C. overnight. The mixture was poured into water, and extracted with ethyl acetate (2×). The solvent was removed, and the resulting residue was chromatographered using ethyl acetate/methanol (20:1-10:1) to give the title compound (870 mg, 31%). MS (DCI/NH3) m/z 217 (M+1)+. 1H NMR (400 MHz, DMS... The reactants are CO, COC(=O)CCCCCCCCCCOc1ccc(I)cc1, [Na+], [OH-]. The product is O=C(O)CCCCCCCCCCOc1ccc(I)cc1. Reaction SMILES: [CH3:25][OH:26].[I:1][c:2]1[cH:3][cH:4][c:5]([O:6][CH2:7][CH2:8][CH2:9][CH2:10][CH2:11][CH2:12][CH2:13][CH2:14][CH2:15][CH2:16][C:17](=[O:18])[O:19][CH3:20])[cH:21][cH:22]1.[Na+:24].[OH-:23]>>[I:1][c:2]1[cH:3][cH:4][c:5]([O:6][CH2:7][CH2:8][CH2:9][CH2:10][CH2:11][CH2:12][CH2:13][CH2:14][CH2:15][CH2:16][C:17](=[O:18])[OH:19])[cH:21][cH:22]1. Reactants: ( a ), CNCC1=CN(C2=CC=CC=C12)C (methyl-(1-methyl-1H-indol-3-ylmethyl)amine), methyl-(1-propyl-napthalen-2-ylmethyl)anine, C(C=C)(=O)O (acrylic acid), Cl.CN1CC(NC2=C(C1)C=C(C=N2)/C=C/C(=O)O)=O ((E)-3-(4-methyl-2-oxo-2,3,4,5-tetrahydro-1H-pyrido[2,3-e][1,4]diazepin-7-yl)acrylic acid hydrochloride). Yields the product CN(C(C=C)=O)CC1=CN(C2=CC=CC=C12)C (N-Methyl-N-(1-methyl-1H-indol-3ylmethyl)acrylamide). Yield: 58.0%. RXN SMILES: [C:1]([OH:5])(=O)[CH:2]=[CH2:3].Cl.[CH3:7][N:8]1[CH2:14][C:13]2[CH:15]=[C:16](/[CH:19]=[CH:20]/[C:21](O)=O)[CH:17]=[N:18][C:12]=2NC(=O)[CH2:9]1.CNCC1C2C(=CC=CC=2)N(C)C=1>>[CH3:17][N:18]([CH2:12][C:13]1[C:15]2[C:9](=[CH:21][CH:20]=[CH:19][CH:16]=2)[N:8]([CH3:7])[CH:14]=1)[C:1](=[O:5])[CH:2]=[CH2:3] |f:1.2|. Reported procedure: According to the procedure of Example 1 (a), except substituting acrylic acid for the (E)-3-(4-methyl-2-oxo-2,3,4,5-tetrahydro-1H-pyrido[2,3-e][1,4]diazepin-7-yl)acrylic acid hydrochloride, and substituting methyl-(1-methyl-1H-indol-3-ylmethyl)amine for the methyl-(1-propyl-napthalen-2-ylmethyl)anine, the title compound (1.51 g, 58%) was prepared as a white solid: 1H NMR (300 MHz, DMSO-d6) δ 7.71-7.50 (s, 1H), 7.34-7.21 (m, 2H), 7.15-6.90 (m, 2H), 6.80-6.53 (m, 1H), 6.45-6.35 (s, 1H), 5.72-5.67 ...